Dataset: the Open Reaction Database (ORD), a public repository of structured organic reaction records. Task: describe an organic reaction: reactants, conditions, products, and yield Reactants: CC1CN(c2nnc(Cc3ccccc3)c3ccccc23)CCN1, CCOC(=O)c1ccc(Cl)nc1. Product: CCOC(=O)c1ccc(N2CCN(c3nnc(Cc4ccccc4)c4ccccc34)CC2C)nc1. RXN SMILES: [CH2:13]([c:14]1[cH:15][cH:16][cH:17][cH:18][cH:19]1)[c:20]1[n:21][n:22][c:23]([N:30]2[CH2:31][CH:32]([CH3:36])[NH:33][CH2:34][CH2:35]2)[c:24]2[cH:25][cH:26][cH:27][cH:28][c:29]12.[CH2:1]([CH3:2])[O:3][C:4]([c:5]1[cH:6][n:7][c:8]([Cl:11])[cH:9][cH:10]1)=[O:12]>>[CH2:1]([CH3:2])[O:3][C:4]([c:5]1[cH:6][n:7][c:8]([N:33]2[CH:32]([CH3:36])[CH2:31][N:30]([c:23]3[n:22][n:21][c:20]([CH2:13][c:14]4[cH:15][cH:16][cH:17][cH:18][cH:19]4)[c:29]4[c:24]3[cH:25][cH:26][cH:27][cH:28]4)[CH2:35][CH2:34]2)[cH:9][cH:10]1)=[O:12]. Starting materials: [H-].[Al+3].[Li+].[H-].[H-].[H-] (Lithium aluminum hydride), CC=1C=C2C(=CNC2=CC1)C1C(NC(C1)=O)=O (3-(5-Methyl-1H-indol-3-yl) pyrrolidine-2,5-dione). The product is CC=1C=C2C(=CNC2=CC1)C1CNCC1 (5-methyl-3-(pyrrolidin-3-yl)-1H-indole). As a reaction SMILES: [H-].[Al+3].[Li+].[H-].[H-].[H-].[CH3:7][C:8]1[CH:9]=[C:10]2[C:14](=[CH:15][CH:16]=1)[NH:13][CH:12]=[C:11]2[CH:17]1[CH2:21][C:20](=O)[NH:19][C:18]1=O>C1COCC1>[CH3:7][C:8]1[CH:9]=[C:10]2[C:14](=[CH:15][CH:16]=1)[NH:13][CH:12]=[C:11]2[CH:17]1[CH2:21][CH2:20][NH:19][CH2:18]1 |f:0.1.2.3.4.5|. Procedure: Lithium aluminum hydride (7.9 g, 200 mmol) in dry THF (380 mL) was stirred for 20 min. at RT under nitrogen atmosphere. 3-(5-Methyl-1H-indol-3-yl) pyrrolidine-2,5-dione (9.5 g, 41 mmol) was added portionwise and the reaction mixture was heated to reflux overnight. The reaction mixture was cooled to RT, quenched with aqueous sodium sulfate, and filtered. The solid was rinsed with THF and the THF layer was dried over anhydrous sodium sulfate and evaporated under reduced pressure. The residue was p... Run in C1CCOC1 (THF). Starting materials: C(C)(C)(C)O[C@H](C(=O)OCC)C=1C(=NC=2N(C1I)N=C(C2)C(=O)OCC)C ((S)-ethyl 6-(1-(tert-butoxy)-2-ethoxy-2-oxoethyl)-7-iodo-5-methylpyrazolo[1,5-a]pyrimidine-2-carboxylate), ClC1=C(C=CC=2OCCNC21)B2OC(C(O2)(C)C)(C)C (5-chloro-6-(4,4,5,5-tetramethyl-1,3,2-dioxaborolan-2-yl)-3,4-dihydro-2H-benzo[b][1,4]oxazine), C(=O)([O-])[O-].[Na+].[Na+] (Na2CO3). The reagents and catalysts are C=1C=CC(=CC1)[P](C=2C=CC=CC2)(C=3C=CC=CC3)[Pd]([P](C=4C=CC=CC4)(C=5C=CC=CC5)C=6C=CC=CC6)([P](C=7C=CC=CC7)(C=8C=CC=CC8)C=9C=CC=CC9)[P](C=1C=CC=CC1)(C=1C=CC=CC1)C=1C=CC=CC1 (Tetrakis(triphenylphosphine)palladium(0)). The solvent is CN(C)C=O (DMF). Reaction conditions: temperature 90 celsius, time 5 minute. The product is C(C)(C)(C)O[C@H](C(=O)OCC)C=1C(=NC=2N(C1C1=C(C3=C(OCCN3)C=C1)Cl)N=C(C2)C(=O)OCC)C (Ethyl 6-((S)-1-(tert-butoxy)-2-ethoxy-2-oxoethyl)-7-(5-chloro-3,4-dihydro-2H-benzo[b][1,4]oxazin-6-yl)-5-methylpyrazolo[1,5-a]pyrimidine-2-carboxylate). Reaction SMILES: [C:1]([O:5][C@@H:6]([C:12]1[C:13]([CH3:27])=[N:14][C:15]2[N:16]([N:19]=[C:20]([C:22]([O:24][CH2:25][CH3:26])=[O:23])[CH:21]=2)[C:17]=1I)[C:7]([O:9][CH2:10][CH3:11])=[O:8])([CH3:4])([CH3:3])[CH3:2].[Cl:28][C:29]1[C:38]2[NH:37][CH2:36][CH2:35][O:34][C:33]=2[CH:32]=[CH:31][C:30]=1B1OC(C)(C)C(C)(C)O1.C([O-])([O-])=O.[Na+].[Na+]>CN(C=O)C.C1C=CC([P]([Pd]([P](C2C=CC=CC=2)(C2C=CC=CC=2)C2C=CC=CC=2)([P](C2C=CC=CC=2)(C2C=CC=CC=2)C2C=CC=CC=2)[P](C2C=CC=CC=2)(C2C=CC=CC=2)C2C=CC=CC=2)(C2C=CC=CC=2)C2C=CC=CC=2)=CC=1>[C:1]([O:5][C@@H:6]([C:12]1[C:13]([CH3:27])=[N:14][C:15]2[N:16]([N:19]=[C:20]([C:22]([O:24][CH2:25][CH3:26])=[O:23])[CH:21]=2)[C:17]=1[C:30]1[CH:31]=[CH:32][C:33]2[O:34][CH2:35][CH2:36][NH:37][C:38]=2[C:29]=1[Cl:28])[C:7]([O:9][CH2:10][CH3:11])=[O:8])([CH3:4])([CH3:3])[CH3:2] |f:2.3.4,^1:62,64,83,102|. Reported procedure: A mixture of (S)-ethyl 6-(1-(tert-butoxy)-2-ethoxy-2-oxoethyl)-7-iodo-5-methylpyrazolo[1,5-a]pyrimidine-2-carboxylate (400 mg, 0.817 mmol), 5-chloro-6-(4,4,5,5-tetramethyl-1,3,2-dioxaborolan-2-yl)-3,4-dihydro-2H-benzo[b][1,4]oxazine (prepared according to the procedure described in WO 2009/062285; 290 mg, 0.981 mmol) and 2N Na2CO3 (0.817 mL, 1.635 mmol) in DMF (8 mL) was degassed for 15 min. Tetrakis(triphenylphosphine)palladium(0) (66.1 mg, 0.057 mmol) was added and the degassing was continued ...